Dataset: the Open Reaction Database (ORD), a public repository of structured organic reaction records. Task: describe an organic reaction: reactants, conditions, products, and yield As a reaction SMILES: [CH2:36]([P:37]([CH2:38][CH2:39][CH2:40][CH3:41])[CH2:42][CH2:43][CH2:44][CH3:45])[CH2:46][CH2:47][CH3:48].[CH3:1][O:2][C:3]([c:4]1[cH:5][cH:6][c:7]([CH:10]([CH2:11][C:12]([CH3:13])([CH3:14])[CH3:15])[OH:16])[cH:8][cH:9]1)=[O:17].[CH3:58][c:59]1[cH:60][cH:61][cH:62][cH:63][cH:64]1.[Cl:49][c:50]1[c:51]([CH3:57])[cH:52][c:53]([OH:56])[cH:54][n:55]1.[N:18]([C:19]([N:20]1[CH2:21][CH2:22][CH2:23][CH2:24][CH2:25]1)=[O:26])=[N:27][C:28]([N:29]1[CH2:30][CH2:31][CH2:32][CH2:33][CH2:34]1)=[O:35]>>[CH3:1][O:2][C:3]([c:4]1[cH:5][cH:6][c:7]([CH:10]([CH2:11][C:12]([CH3:13])([CH3:14])[CH3:15])[O:16][c:53]2[cH:52][c:51]([CH3:57])[c:50]([Cl:49])[n:55][cH:54]2)[cH:8][cH:9]1)=[O:17]. The product is COC(=O)c1ccc(C(CC(C)(C)C)Oc2cnc(Cl)c(C)c2)cc1. Starting materials: CCCCP(CCCC)CCCC, COC(=O)c1ccc(C(O)CC(C)(C)C)cc1, Cc1ccccc1, Cc1cc(O)cnc1Cl, O=C(N=NC(=O)N1CCCCC1)N1CCCCC1. Reactants: N[C@@H](C(=O)N1CCN(CC1)C1=C(C=CC=C1)N(S(=O)(=O)C)CC1CC1)CC1=CC=C(C=C1)Cl ((2R)-2-amino-3-(4-chlorophenyl)-1-(4-{2-[(cyclopropylmethyl) (methylsulfonyl)amino]phenyl}piperazinyl)propan-1-one), CCN=C=NCCCN(C)C.CI (1-(3-dimethylaminopropyl)-3-ethylcarbodiimide methiodide), C1=CC2=C(N=C1)N(N=N2)O (HOAT), XIX, C(=O)(OC(C)(C)C)N1CC(C1)C(=O)O (Boc-azetidine-3-carboxylic acid). The solvent is CN(C)C=O (DMF). Yields the product ClC1=CC=C(C=C1)C[C@H](C(=O)N1CCN(CC1)C1=C(C=CC=C1)N(S(=O)(=O)C)CC1CC1)NC(=O)C1CN(C1)C(=O)OC(C)(C)C (tert-Butyl 3-{N-[(1R)-1-[(4-Chlorophenyl)methyl]-2-(4-{2-[(cyclopropylmethyl)(methylsulfonyl)amino]phenyl}-piperazinyl)-2-oxoethyl]carbamoyl}-azetidine-carboxylate). RXN SMILES: [NH2:1][C@H:2]([CH2:26][C:27]1[CH:32]=[CH:31][C:30]([Cl:33])=[CH:29][CH:28]=1)[C:3]([N:5]1[CH2:10][CH2:9][N:8]([C:11]2[CH:16]=[CH:15][CH:14]=[CH:13][C:12]=2[N:17]([CH2:22][CH:23]2[CH2:25][CH2:24]2)[S:18]([CH3:21])(=[O:20])=[O:19])[CH2:7][CH2:6]1)=[O:4].[C:34]([N:41]1[CH2:44][CH:43]([C:45](O)=[O:46])[CH2:42]1)([O:36][C:37]([CH3:40])([CH3:39])[CH3:38])=[O:35].CCN=C=NCCCN(C)C.CI.C1C=NC2N(O)N=NC=2C=1>CN(C=O)C>[Cl:33][C:30]1[CH:29]=[CH:28][C:27]([CH2:26][C@@H:2]([NH:1][C:45]([CH:43]2[CH2:44][N:41]([C:34]([O:36][C:37]([CH3:40])([CH3:39])[CH3:38])=[O:35])[CH2:42]2)=[O:46])[C:3]([N:5]2[CH2:6][CH2:7][N:8]([C:11]3[CH:16]=[CH:15][CH:14]=[CH:13][C:12]=3[N:17]([CH2:22][CH:23]3[CH2:24][CH2:25]3)[S:18]([CH3:21])(=[O:19])=[O:20])[CH2:9][CH2:10]2)=[O:4])=[CH:32][CH:31]=1 |f:2.3|. Reported procedure: tert-Butyl 3-{N-[(1R)-1-[(4-Chlorophenyl)methyl]-2-(4-{2-[(cyclopropylmethyl)(methylsulfonyl)amino]phenyl}-piperazinyl)-2-oxoethyl]carbamoyl}-azetidine-carboxylate was prepared from (2R)-2-amino-3-(4-chlorophenyl)-1-(4-{2-[(cyclopropylmethyl)-(methylsulfonyl)amino]phenyl}piperazinyl)propan-1-one (Step 3) (220 mg, 0.46 mmol), according to the procedure for Preparation XIX using Boc-azetidine-3-carboxylic acid (100 mg, 0.50 mmol) (Peptech)., 1-(3-dimethylaminopropyl)-3-ethylcarbodiimide methiodide... The reactants are [O-]CCCC.[K+] (potassium butoxide), C(=O)C1CCC(CC1)C1CCC(CC1)C=1C=C2CCC(OC2=C(C1)F)=O (6-(4-(4-formylcyclohexyl)cyclohexyl)-8-fluoro-3,4-dihydrocoumarin). Reagents/catalysts: [Br-].C[P+](C1=CC=CC=C1)(C1=CC=CC=C1)C1=CC=CC=C1 (Methyltriphenylphosphonium bromide). Solvent: C1CCOC1 (THF), C1CCOC1 (THF), ice water. Reaction conditions: temperature -30 celsius. The product is FC=1C=C(C=C2CCC(OC12)=O)C1CCC(CC1)C1CCC(CC1)C=C (8-fluoro-6-(4-(4-vinylcyclohexyl)cyclohexyl)-3,4-dihydrocoumarin). Isolated yield 66.0%. Reaction SMILES: [O-][CH2:2]CCC.[K+].[CH:7]([CH:9]1[CH2:14][CH2:13][CH:12]([CH:15]2[CH2:20][CH2:19][CH:18]([C:21]3[CH:22]=[C:23]4[C:28](=[C:29]([F:31])[CH:30]=3)[O:27][C:26](=[O:32])[CH2:25][CH2:24]4)[CH2:17][CH2:16]2)[CH2:11][CH2:10]1)=O>[Br-].C[P+](C1C=CC=CC=1)(C1C=CC=CC=1)C1C=CC=CC=1.C1COCC1>[F:31][C:29]1[CH:30]=[C:21]([CH:18]2[CH2:17][CH2:16][CH:15]([CH:12]3[CH2:11][CH2:10][CH:9]([CH:7]=[CH2:2])[CH2:14][CH2:13]3)[CH2:20][CH2:19]2)[CH:22]=[C:23]2[C:28]=1[O:27][C:26](=[O:32])[CH2:25][CH2:24]2 |f:0.1,3.4|. Procedure details: Methyltriphenylphosphonium bromide (3.5 g) was suspended in THF (30 ml), to which was then added potassium butoxide (1.2 g) with stirring while cooling at −30° C. After continuing the stirring at the same temperature for 30 minutes, a solution of 6-(4-(4-formylcyclohexyl)cyclohexyl)-8-fluoro-3,4-dihydrocoumarin (3.2 g) in THF (30 ml) was added dropwise to the reaction mixture. After completion of the dropwise addition, the temperature of the reaction mixture was raised to room temperature, and t... Starting materials: COC1=NC(=NC(=N1)OC)OC (2,4,6-trimethoxy-1,3,5-triazine), N (ammonia). Solvent: O (water). Run at temperature 25 celsius, time 2 hour. Yields the product NC1=NC(=NC(=N1)OC)OC (2-amino-4,6-dimethoxy-1,3,5-triazine). RXN SMILES: CO[C:3]1[N:8]=[C:7]([O:9][CH3:10])[N:6]=[C:5]([O:11][CH3:12])[N:4]=1.[NH3:13]>O>[NH2:13][C:3]1[N:4]=[C:5]([O:11][CH3:12])[N:6]=[C:7]([O:9][CH3:10])[N:8]=1. Procedure details: A mixture of 10.1 g (0.059 mole) of 2,4,6-trimethoxy-1,3,5-triazine and water (100 mL) was stirred at 25° C. while 110 mL of 28% aqueous ammonia was added. The mixture was held at 48-51° C. for two hours before it was cooled to 25° C. and the insoluble white crystals were removed. The product was washed with water and dried to give 7.84 g (86%), mp 218-221° C. 1H NMR (DMSO-d): 3.81 (s, 6H); 7.38 (s, 2H). 13C NMR (DMSO-d6): 53.9, 169.0, 171.9.